Dataset: the Open Reaction Database (ORD), a public repository of structured organic reaction records. Task: describe an organic reaction: reactants, conditions, products, and yield The reactants are CC(C)(C)OC(=O)Nc1ccc(N)cn1, CI, [H-], [Na+], CN(C)C=O, O. The product is CN(C(=O)OC(C)(C)C)c1ccc(N)cn1. RXN SMILES: [C:1]([CH3:2])([CH3:3])([CH3:4])[O:5][C:6](=[O:7])[NH:8][c:9]1[n:10][cH:11][c:12]([NH2:15])[cH:13][cH:14]1.[CH3:18][I:19].[H-:17].[Na+:16].[O:21]=[CH:22][N:23]([CH3:24])[CH3:25].[OH2:20]>>[C:1]([CH3:2])([CH3:3])([CH3:4])[O:5][C:6](=[O:7])[N:8]([c:9]1[n:10][cH:11][c:12]([NH2:15])[cH:13][cH:14]1)[CH3:18].